Task: describe an organic reaction: reactants, conditions, products, and yield. Dataset: the Open Reaction Database (ORD), a public repository of structured organic reaction records Reactants: CCO, COc1ccc(F)cc1C(C)(C)CC1(C(F)(F)F)CO1, NCc1ccccc1. The product is COc1ccc(F)cc1C(C)(C)CC(O)(CNCc1ccccc1)C(F)(F)F. RXN SMILES: [CH3:29][CH2:30][OH:31].[F:9][c:10]1[cH:11][cH:12][c:13]([O:27][CH3:28])[c:14]([C:16]([CH2:17][C:18]2([C:21]([F:22])([F:23])[F:24])[O:19][CH2:20]2)([CH3:25])[CH3:26])[cH:15]1.[NH2:1][CH2:2][c:3]1[cH:4][cH:5][cH:6][cH:7][cH:8]1>>[NH:1]([CH2:2][c:3]1[cH:4][cH:5][cH:6][cH:7][cH:8]1)[CH2:20][C:18]([CH2:17][C:16]([c:14]1[c:13]([O:27][CH3:28])[cH:12][cH:11][c:10]([F:9])[cH:15]1)([CH3:25])[CH3:26])([OH:19])[C:21]([F:22])([F:23])[F:24]. Conditions: time 3 day. Yields the product C(C)(=O)O[C@@H]1CC[C@H](CC1)CCCCCCC(=O)O (trans-7-(4-acetoxycyclohexyl)heptanoic acid). As a reaction SMILES: [OH:1][C@H:2]1[CH2:7][CH2:6][C@H:5]([CH2:8][CH2:9][CH2:10][CH2:11][CH2:12][CH2:13][C:14]([OH:16])=[O:15])[CH2:4][CH2:3]1.C1(C)C=CC(S(O)(=O)=O)=CC=1.[C:28](OC(=O)C)(=[O:30])[CH3:29]>>[C:28]([O:1][C@H:2]1[CH2:3][CH2:4][C@H:5]([CH2:8][CH2:9][CH2:10][CH2:11][CH2:12][CH2:13][C:14]([OH:16])=[O:15])[CH2:6][CH2:7]1)(=[O:30])[CH3:29]. Starting materials: O[C@@H]1CC[C@H](CC1)CCCCCCC(=O)O (trans-7-(4-Hydroxycyclohexyl)heptanoic acid), C1(=CC=C(C=C1)S(=O)(=O)O)C (p-toluenesulfonic acid), C(C)(=O)OC(C)=O (acetic anhydride). Procedure details: trans-7-(4-Hydroxycyclohexyl)heptanoic acid (6.5 g) and p-toluenesulfonic acid (15 mg) are stirred in acetic anhydride (32.5 ml) at 60°-70° C. for 1.5 hours. The excess acetic anhydride is distilled off under reduced pressure, followed by addition of water (90 ml), and the mixture is stirred for 3 days. The resulting crystalline precipitate is collected by filtration and recrystallized from ethyl acetate-hexane to give 6.5 g of trans-7-(4-acetoxycyclohexyl)heptanoic acid as colorless needless, m... The reactants are Oc1cccc(-c2cnc3ccc(N4CCCC4c4cccc(F)c4)nn23)n1, [Na+], [OH-], BrP(Br)Br. Yields the product Fc1cccc(C2CCCN2c2ccc3ncc(-c4cccc(Br)n4)n3n2)c1. Reaction SMILES: [F:1][c:2]1[cH:3][c:4]([CH:8]2[N:9]([c:13]3[cH:14][cH:15][c:16]4[n:17]([n:18]3)[c:19](-[c:22]3[cH:23][cH:24][cH:25][c:26]([OH:28])[n:27]3)[cH:20][n:21]4)[CH2:10][CH2:11][CH2:12]2)[cH:5][cH:6][cH:7]1.[Na+:30].[OH-:29].[P:31]([Br:32])([Br:33])[Br:34]>>[F:1][c:2]1[cH:3][c:4]([CH:8]2[N:9]([c:13]3[cH:14][cH:15][c:16]4[n:17]([n:18]3)[c:19](-[c:22]3[cH:23][cH:24][cH:25][c:26]([Br:32])[n:27]3)[cH:20][n:21]4)[CH2:10][CH2:11][CH2:12]2)[cH:5][cH:6][cH:7]1. Starting materials: BrC=1C=C(C=CC1)CCO (2-(3-bromophenyl)ethanol), BrCC(=O)OC(C)(C)C (tert-butyl 2-bromoacetate), [OH-].[Na+] (NaOH). The reagents and catalysts are S(=O)(=O)(O)[O-].C(CCC)[N+](CCCC)(CCCC)CCCC (tetra-n-butylammonium hydrogen sulfate). Solvent: C1(=CC=CC=C1)C (toluene). Reaction conditions: time 3 hour. The product is BrC=1C=C(CCOCC(=O)OC(C)(C)C)C=CC1 (tert-Butyl 2-(3-Bromophenethoxy)acetate). Yield: 90.1%. Reaction SMILES: [Br:1][C:2]1[CH:3]=[C:4]([CH2:8][CH2:9][OH:10])[CH:5]=[CH:6][CH:7]=1.Br[CH2:12][C:13]([O:15][C:16]([CH3:19])([CH3:18])[CH3:17])=[O:14].[OH-].[Na+]>S([O-])(O)(=O)=O.C([N+](CCCC)(CCCC)CCCC)CCC.C1(C)C=CC=CC=1>[Br:1][C:2]1[CH:3]=[C:4]([CH:5]=[CH:6][CH:7]=1)[CH2:8][CH2:9][O:10][CH2:12][C:13]([O:15][C:16]([CH3:19])([CH3:18])[CH3:17])=[O:14] |f:2.3,4.5|. Reported procedure: To a mixture of 2-(3-bromophenyl)ethanol (3.40 g, 16.9 mmol), tert-butyl 2-bromoacetate (26.0 g, 133 mmol, 8.0 equiv.), tetra-n-butylammonium hydrogen sulfate (4.52 g, 13.3 mmol, 0.80 equiv.), and 84 mL of toluene was added 267 mL of 5N aqueous NaOH solution. The reaction mixture was stirred at room temperature for 3 h. The aqueous layer was then extracted with four portions of EtOAc, dried (MgSO4), and evaporated. The residue was purified by CC on silica gel with EtOAc/petroleum ether 1:40 to a... Run in C(C)(=O)OCC (ethyl acetate). The yield is 32.4%. Procedure details: To the toluene solution (1 mL) containing 1-cyano-4-(tert-butylsulfonylamino)piperidine (22 mg) were added 4-phenyl-1,2-phenylenediamine (20 mg) and ytterbium triflate (20 mg), and the mixture was stirred in a sealed tube at 130° C. for 16 hrs. The reaction mixture was cooled to room temperature and diluted with ethyl acetate. The organic layer was washed with aqueous saturated sodium hydrogencarbonate solution and aqueous saturated sodium chloride solutions successively, dried over anhydrous so... Reaction SMILES: C1(C)C=CC=CC=1.[C:8]([N:10]1[CH2:15][CH2:14][CH:13]([NH:16][S:17]([C:20]([CH3:23])([CH3:22])[CH3:21])(=[O:19])=[O:18])[CH2:12][CH2:11]1)#[N:9].[C:24]1([C:30]2[CH:35]=[CH:34][C:33](N)=[C:32]([NH2:37])[CH:31]=2)[CH:29]=[CH:28][CH:27]=[CH:26][CH:25]=1.[O-]S(C(F)(F)F)(=O)=O.[Yb+3].[O-]S(C(F)(F)F)(=O)=O.[O-]S(C(F)(F)F)(=O)=O>C(OCC)(=O)C>[C:20]([S:17]([NH:16][CH:13]1[CH2:12][CH2:11][N:10]([C:8]2[NH:37][C:32]3[CH:31]=[C:30]([C:24]4[CH:25]=[CH:26][CH:27]=[CH:28][CH:29]=4)[CH:35]=[CH:34][C:33]=3[N:9]=2)[CH2:15][CH2:14]1)(=[O:19])=[O:18])([CH3:23])([CH3:22])[CH3:21] |f:3.4.5.6|. Product: C(C)(C)(C)S(=O)(=O)NC1CCN(CC1)C=1NC2=C(N1)C=CC(=C2)C2=CC=CC=C2 (2-(4-tert-butylsulfonylaminopiperidin-1-yl)-5-phenylbenzimidazole). Conditions: temperature 130 celsius, time 16 hour. Reactants: C1(=CC=CC=C1)C (toluene), C(#N)N1CCC(CC1)NS(=O)(=O)C(C)(C)C (1-cyano-4-(tert-butylsulfonylamino)piperidine), C1(=CC=CC=C1)C1=CC(=C(C=C1)N)N (4-phenyl-1,2-phenylenediamine), [O-]S(=O)(=O)C(F)(F)F.[Yb+3].[O-]S(=O)(=O)C(F)(F)F.[O-]S(=O)(=O)C(F)(F)F (ytterbium triflate). The reactants are ClC=1C=C(C=CC1OCC1=CC(=CC=C1)F)NC=1C2=C(N=CN1)C=CN2CC2=CC=C(C(=O)OC)C=C2 (Methyl 4-{[4-({3-chloro-4-[(3-fluorobenzyl)oxy]phenyl}amino)-5H-pyrrolo[3,2-d]pyrimidin-5-yl]methyl}benzoate), Cl (Hydrochloric acid). Run in C(C)O (ethanol), O1CCCC1 (tetrahydrofuran), [OH-].[Na+] (sodium hydroxide), O (water). Run at time 20 hour. Yields the product ClC=1C=C(C=CC1OCC1=CC(=CC=C1)F)NC=1C2=C(N=CN1)C=CN2CC2=CC=C(C(=O)O)C=C2 (4-{[4-({3-chloro-4-[(3-fluorobenzyl)oxy]phenyl}amino)-5H-pyrrolo[3,2-d]pyrimidin-5-yl]methyl}benzoic acid). The yield is 89.2%. RXN SMILES: [Cl:1][C:2]1[CH:3]=[C:4]([NH:17][C:18]2[C:19]3[N:26]([CH2:27][C:28]4[CH:37]=[CH:36][C:31]([C:32]([O:34]C)=[O:33])=[CH:30][CH:29]=4)[CH:25]=[CH:24][C:20]=3[N:21]=[CH:22][N:23]=2)[CH:5]=[CH:6][C:7]=1[O:8][CH2:9][C:10]1[CH:15]=[CH:14][CH:13]=[C:12]([F:16])[CH:11]=1.Cl>C(O)C.O1CCCC1.[OH-].[Na+].O>[Cl:1][C:2]1[CH:3]=[C:4]([NH:17][C:18]2[C:19]3[N:26]([CH2:27][C:28]4[CH:29]=[CH:30][C:31]([C:32]([OH:34])=[O:33])=[CH:36][CH:37]=4)[CH:25]=[CH:24][C:20]=3[N:21]=[CH:22][N:23]=2)[CH:5]=[CH:6][C:7]=1[O:8][CH2:9][C:10]1[CH:15]=[CH:14][CH:13]=[C:12]([F:16])[CH:11]=1 |f:4.5|. Reported procedure: Methyl 4-{[4-({3-chloro-4-[(3-fluorobenzyl)oxy]phenyl}amino)-5H-pyrrolo[3,2-d]pyrimidin-5-yl]methyl}benzoate (850 mg) was dissolved in a mixed solvent of ethanol (3.29 mL)/tetrahydrofuran (3.29 mL), 1N aqueous sodium hydroxide solution (3.29 mL) was added, and the mixture was stirred at room temperature for 20 hrs. 1N Hydrochloric acid (3.29 mL) was added to the reaction mixture and the mixture was diluted with water (20 mL). The precipitated crystals were collected by filtration, washed with wa... The reactants are ClCCl, OC(CCl)c1ccccc1, [Na+], [OH-]. Yields the product c1ccc(C2CO2)cc1. As a reaction SMILES: [Cl:13][CH2:14][Cl:15].[Cl:1][CH2:2][CH:3]([OH:4])[c:5]1[cH:6][cH:7][cH:8][cH:9][cH:10]1.[Na+:12].[OH-:11]>>[CH2:2]1[CH:3]([c:5]2[cH:6][cH:7][cH:8][cH:9][cH:10]2)[O:4]1. Starting materials: O1C2=C(CC1)C=CC=C2C=O (2,3-dihydobenzo[b]furan-7-aldehyde), NC1=NNC=C1 (3-aminopyrazole), O=C(CC(=O)OCC)CCC (ethyl 3-ketohexanoate). Yields the product O1C2=C(CC1)C=CC=C2C2C=1C(NC(=C2C(=O)OCC)CCC)=NNC1 (Ethyl 4-(2,3-dihydobenzo[b]furan-7-yl)-4,7-dihydro-6-propyl-2H-pyrazolo[3,4-b]pyridine-5-carboxylate). Reaction SMILES: [O:1]1[CH2:5][CH2:4][C:3]2[CH:6]=[CH:7][CH:8]=[C:9]([CH:10]=O)[C:2]1=2.[NH2:12][C:13]1[CH:17]=[CH:16][NH:15][N:14]=1.O=[C:19]([CH2:26][CH2:27][CH3:28])[CH2:20][C:21]([O:23][CH2:24][CH3:25])=[O:22]>>[O:1]1[CH2:5][CH2:4][C:3]2[CH:6]=[CH:7][CH:8]=[C:9]([CH:10]3[C:20]([C:21]([O:23][CH2:24][CH3:25])=[O:22])=[C:19]([CH2:26][CH2:27][CH3:28])[NH:12][C:13]4=[N:14][NH:15][CH:16]=[C:17]34)[C:2]1=2. Procedure details: The title compound was prepared from 2,3-dihydobenzo[b]furan-7-aldehyde, 3-aminopyrazole and ethyl 3-ketohexanoate in the same manner as in Example 25.